Dataset: the Open Reaction Database (ORD), a public repository of structured organic reaction records. Task: describe an organic reaction: reactants, conditions, products, and yield Reactants: C=C[Mg]Br (effective_coupling_partner), CCN(CC)C(=O)Oc2cc1ccccc1c3ccccc23 (substrate). Reaction conditions: temperature 25 celsius, time 16 hour. Product: C=Cc2cc1ccccc1c3ccccc23. Reactants: Cl.[N+](=O)([O-])C=1C=C(C=CC1)N1CCNCC1 (1-(3-nitrophenyl)piperazine hydrochloride), C([O-])([O-])=O.[Na+].[Na+] (sodium carbonate). The solvent is CCOCC (ether), O (water). The product is CN1CCN(CC1)C1=CC(=CC=C1)[N+](=O)[O-] (4-Methyl-1-(3-nitrophenyl)piperazine). As a reaction SMILES: Cl.[N+:2]([C:5]1[CH:6]=[C:7]([N:11]2[CH2:16][CH2:15][NH:14][CH2:13][CH2:12]2)[CH:8]=[CH:9][CH:10]=1)([O-:4])=[O:3].[C:17](=O)([O-])[O-].[Na+].[Na+]>O.CCOCC>[CH3:17][N:14]1[CH2:15][CH2:16][N:11]([C:7]2[CH:8]=[CH:9][CH:10]=[C:5]([N+:2]([O-:4])=[O:3])[CH:6]=2)[CH2:12][CH2:13]1 |f:0.1,2.3.4|. Procedure: A solution of 1-(3-nitrophenyl)piperazine hydrochloride (1.80 g) in water (7 ml) was basified with anhydrous sodium carbonate (0.8 g) and the mixture evaporated to dryness in vacuo. The solid was mixed with formic acid (17 ml) and a solution of formaldehyde 36% in water (1.3 ml, ≡0.47 g CH2O) added and the mixture heated at 95°-98° for 3 h. The mixture was diluted with water (35 ml) and basified with anhydrous sodium carbonate. The suspension was extracted with ethyl acetate (2×80 ml) and the ex...